This data is from the Open Reaction Database (ORD), a public repository of structured organic reaction records. The task is: describe an organic reaction: reactants, conditions, products, and yield Reactants: CN1CCNCC1 (N-methylpiperazine), C([O-])([O-])=O.[K+].[K+] (potassium carbonate), ClCC1=CC=C(C=C1)C1=CC2=C(N=CN=C2N[C@H](C)C2=CC=CC=C2)N1 ([6-(4-chloromethyl-phenyl)-7H-pyrrolo[2,3-d]pyrimidin-4-yl]-((R)-1-phenyl-ethyl)-amine). Run in CN(C)C=O (DMF). Conditions: temperature 65 celsius. Product: CN1CCN(CC1)CC1=CC=C(C=C1)C1=CC2=C(N=CN=C2N[C@H](C)C2=CC=CC=C2)N1 ({6-[4-(4-Methyl-piperazin-1-ylmethyl)-phenyl]-7H-pyrrolo[2,3-d]pyrimidin-4-yl}-((R)-1-phenyl-ethyl)-amine). RXN SMILES: Cl[CH2:2][C:3]1[CH:8]=[CH:7][C:6]([C:9]2[NH:26][C:12]3[N:13]=[CH:14][N:15]=[C:16]([NH:17][C@@H:18]([C:20]4[CH:25]=[CH:24][CH:23]=[CH:22][CH:21]=4)[CH3:19])[C:11]=3[CH:10]=2)=[CH:5][CH:4]=1.[CH3:27][N:28]1[CH2:33][CH2:32][NH:31][CH2:30][CH2:29]1.C(=O)([O-])[O-].[K+].[K+]>CN(C=O)C>[CH3:27][N:28]1[CH2:33][CH2:32][N:31]([CH2:2][C:3]2[CH:8]=[CH:7][C:6]([C:9]3[NH:26][C:12]4[N:13]=[CH:14][N:15]=[C:16]([NH:17][C@@H:18]([C:20]5[CH:25]=[CH:24][CH:23]=[CH:22][CH:21]=5)[CH3:19])[C:11]=4[CH:10]=3)=[CH:5][CH:4]=2)[CH2:30][CH2:29]1 |f:2.3.4|. Procedure: A mixture of 10.8 g (30 mmol) [6-(4-chloromethyl-phenyl)-7H-pyrrolo[2,3-d]pyrimidin-4-yl]-((R)-1-phenyl-ethyl)-amine in 450 ml DMF is treated with 6.8 ml (63 mmol) N-methylpiperazine and 20.7 g (150 mmol) anhydrous potassium carbonate and the mixture heated to 65° C. for 1 hour. The reaction mixture is cooled and the inorganic salts removed by filtration (Hyflo Super Cel®; Fluka, Buchs, Switzerland). The DMF is evaporated under reduced pressure and the residue purified through flash chromatograp... Starting materials: C(C)OC(C=1N=NN(C1)C=1C=C(C2=C(N=C(S2)N2C(N(CN(C2)C)CC)=O)C1)C1=NC=CC=C1)OCC (1-{5-[4-(diethoxymethyl)-1H-1,2,3-triazol-1-yl]-7-(pyridin-2-yl)-1,3-benzothiazol-2-yl}-3-ethyl-5-methyl-1,3,5-triazinan-2-one). The solvent is Cl (HCl). Run at temperature 70 celsius. The product is C(C)NC(=O)NC=1SC2=C(N1)C=C(C=C2C2=NC=CC=C2)N2N=NC(=C2)C=O (1-Ethyl-3-[5-(4-formyl-1H-1,2,3-triazol-1-yl)-7-(pyridin-2-yl)-1,3-benzothiazol-2-yl]urea). Yield: 112.8%. RXN SMILES: C([O:3][CH:4](OCC)[C:5]1[N:6]=[N:7][N:8]([C:10]2[CH:11]=[C:12]([C:29]3[CH:34]=[CH:33][CH:32]=[CH:31][N:30]=3)[C:13]3[S:17][C:16]([N:18]4CN(C)C[N:20]([CH2:25][CH3:26])[C:19]4=[O:27])=[N:15][C:14]=3[CH:28]=2)[CH:9]=1)C>Cl>[CH2:25]([NH:20][C:19]([NH:18][C:16]1[S:17][C:13]2[C:12]([C:29]3[CH:34]=[CH:33][CH:32]=[CH:31][N:30]=3)=[CH:11][C:10]([N:8]3[CH:9]=[C:5]([CH:4]=[O:3])[N:6]=[N:7]3)=[CH:28][C:14]=2[N:15]=1)=[O:27])[CH3:26]. Procedure: Compound iii (250 mg, 0.48 mmol) was suspended in 1M HCl solution (9 mL) and the mixture heated at 70° C. overnight. The mixture was concentrated in vacuo to give iv (213 mg, quantitative). MS: 394.0 [M+H]+. The reactants are CC(=O)OCCOc1ccc(CCBr)cc1, CC1(C)OCc2cc(C3CNC(=O)O3)ccc2O1, [H-], [Na+], CN(C)C=O. Product: CC(=O)OCCOc1ccc(CCN2CC(c3ccc4c(c3)COC(C)(C)O4)OC2=O)cc1. RXN SMILES: [C:21]([CH3:22])(=[O:23])[O:24][CH2:25][CH2:26][O:27][c:28]1[cH:29][cH:30][c:31]([CH2:34][CH2:35][Br:36])[cH:32][cH:33]1.[CH3:1][C:2]1([CH3:18])[O:3][CH2:4][c:5]2[c:6]([cH:8][cH:9][c:10]([CH:12]3[CH2:13][NH:14][C:15](=[O:17])[O:16]3)[cH:11]2)[O:7]1.[H-:19].[Na+:20].[O:37]=[CH:38][N:39]([CH3:40])[CH3:41]>>[CH3:1][C:2]1([CH3:18])[O:3][CH2:4][c:5]2[c:6]([cH:8][cH:9][c:10]([CH:12]3[CH2:13][N:14]([CH2:35][CH2:34][c:31]4[cH:30][cH:29][c:28]([O:27][CH2:26][CH2:25][O:24][C:21]([CH3:22])=[O:23])[cH:33][cH:32]4)[C:15](=[O:17])[O:16]3)[cH:11]2)[O:7]1. Reactants: COc1ccccc1CCCBr, CN(C)P(=O)(N(C)C)N(C)C, CCOC(=O)c1ccc(N)cc1, O. The product is CCOC(=O)c1ccc(NCCCc2ccccc2OC)cc1. RXN SMILES: [Br:13][CH2:14][CH2:15][CH2:16][c:17]1[c:18]([O:23][CH3:24])[cH:19][cH:20][cH:21][cH:22]1.[CH3:25][N:26]([P:27]([N:28]([CH3:29])[CH3:30])([N:31]([CH3:32])[CH3:33])=[O:34])[CH3:35].[NH2:1][c:2]1[cH:3][cH:4][c:5]([C:6](=[O:7])[O:8][CH2:9][CH3:10])[cH:11][cH:12]1.[OH2:36]>>[NH:1]([c:2]1[cH:3][cH:4][c:5]([C:6](=[O:7])[O:8][CH2:9][CH3:10])[cH:11][cH:12]1)[CH2:14][CH2:15][CH2:16][c:17]1[c:18]([O:23][CH3:24])[cH:19][cH:20][cH:21][cH:22]1. Starting materials: C(CCl)Cl (EDC), Cl.N1=CC=C(C=C1)C1=CC=C(N)C=C1 (4-(4-pyridinyl)aniline hydrochloride), C(C)(=O)O.C(C)(C)(C)OC(=O)N1CCC(CC1)C(=O)O (t-butoxycarbonyl-4-carboxypiperidine acetate), C=1C=CC2=C(C1)N=NN2O (HOBt), O (H2O), CCN(C(C)C)C(C)C (DIEA). Run in CN(C)C=O (DMF). Conditions: time 20 hour. Yields the product N1=CC=C(C=C1)C1=CC=C(C=C1)NC(=O)C1CCN(CC1)CC(=O)O (4-[[[4-(4-pyridinyl)phenyl]amino]carbonyl]-1-piperidine acetic acid). Isolated yield 98.2%. Reaction SMILES: C(Cl)CCl.Cl.[N:6]1[CH:11]=[CH:10][C:9]([C:12]2[CH:18]=[CH:17][C:15]([NH2:16])=[CH:14][CH:13]=2)=[CH:8][CH:7]=1.[C:19]([OH:22])(=[O:21])[CH3:20].C(OC([N:30]1[CH2:35][CH2:34][CH:33]([C:36](O)=[O:37])[CH2:32][CH2:31]1)=O)(C)(C)C.C1C=CC2N(O)N=NC=2C=1.O.CCN(C(C)C)C(C)C>CN(C=O)C>[N:6]1[CH:11]=[CH:10][C:9]([C:12]2[CH:18]=[CH:17][C:15]([NH:16][C:36]([CH:33]3[CH2:34][CH2:35][N:30]([CH2:20][C:19]([OH:22])=[O:21])[CH2:31][CH2:32]3)=[O:37])=[CH:14][CH:13]=2)=[CH:8][CH:7]=1 |f:1.2,3.4|. Reported procedure: EDC (316.3 mg, 1.65 mmol) was added to a solution 4-(4-pyridinyl)aniline hydrochloride 34 (342 mg, 1.65 mmol), t-butoxycarbonyl-4-carboxypiperidine acetate 12 (365 mg, 1.5 mmol), HOBt.H2O (223 mg, 1.65 mmol) and DIEA (634 μmL, 3.64 mmol) in anhydrous DMF (10 mL) at RT. After stirring for 20 h, the reaction was concentrated on rotavap (high vacuum). The resulting residue was taken into EtOAc and washed successively with H2O (3×20 mL), 10% NaHCO3 (2×20 ml) and saturated NaCl. The organic extract w... Reactants: C(C1=CC=CC=C1)N([C@@H](CC(=O)O)C1=CN=C2OCC(NC2=C1)=O)[C@H](C)C1=CC=CC=C1 (3(S)-[Benzyl-(1(R)-phenylethyl)-amino]-3-(2-oxo-2,3-dihydro-1H-4-oxa-1,5-diaza-naphthalen-7-yl)-propionic acid). Solvent: CCO.O.CC(=O)O (EtOH H2O AcOH). Conditions: time 18 hour. Product: C(C)(C)(C)OC(C[C@@H](C1=CN=C2OCC(NC2=C1)=O)N)=O (3(S)-Amino-3-(2-oxo-2,3-dihydro- 1H-4-oxa-1,5-diaza-naphthalen-7-yl)-propionic acid tert-butyl ester). RXN SMILES: C([N:8]([C@@H](C1C=CC=CC=1)C)[C@H:9]([C:14]1[CH:23]=[C:22]2[C:17]([O:18][CH2:19][C:20](=[O:24])[NH:21]2)=[N:16][CH:15]=1)[CH2:10][C:11]([OH:13])=[O:12])C1C=CC=CC=1>CCO.O.CC(O)=O>[C:14]([O:13][C:11](=[O:12])[CH2:10][C@H:9]([NH2:8])[C:14]1[CH:23]=[C:22]2[C:17]([O:18][CH2:19][C:20](=[O:24])[NH:21]2)=[N:16][CH:15]=1)([CH3:23])([CH3:15])[CH3:9] |f:1.2.3|. Procedure: A mixture of the dibenzylamine 20-6 (0.22 g, 0.44 mmol) in EtOH/H2O/AcOH (26 mL/3 mL/1.0 mL) was degassed with argon and treated with Pd(OH)2 (100 mg). The mixture was placed under 1 atm of H2. After stirring for 18 h, the mixture was diluted with EtOAc and filtered through celite. The filtrate was concentrated and the residue purified by flash chromatography (20% 20:1:1 EtOH/NH4OH/H2O-80% EtOAc) to give the tert-butyl ester 20-7 as a white solid.